This data is from the Open Reaction Database (ORD), a public repository of structured organic reaction records. The task is: describe an organic reaction: reactants, conditions, products, and yield The reactants are COc1cc2c(cc1OC)C(c1ccnc(-n3nc(-c4cccnc4)c4ccccc4c3=O)c1)=NC(COC(C)=O)C2, CO, [Li+], C1CCOC1, [OH-]. Yields the product COc1cc2c(cc1OC)C(c1ccnc(-n3nc(-c4cccnc4)c4ccccc4c3=O)c1)=NC(CO)C2. As a reaction SMILES: [C:1](=[O:2])([CH3:3])[O:4][CH2:5][CH:6]1[N:7]=[C:8]([c:20]2[cH:21][c:22](-[n:26]3[c:27](=[O:42])[c:28]4[cH:29][cH:30][cH:31][cH:32][c:33]4[c:34](-[c:36]4[cH:37][n:38][cH:39][cH:40][cH:41]4)[n:35]3)[n:23][cH:24][cH:25]2)[c:9]2[cH:10][c:11]([O:18][CH3:19])[c:12]([O:16][CH3:17])[cH:13][c:14]2[CH2:15]1.[CH3:45][OH:46].[Li+:43].[O:47]1[CH2:48][CH2:49][CH2:50][CH2:51]1.[OH-:44]>>[OH:4][CH2:5][CH:6]1[N:7]=[C:8]([c:20]2[cH:21][c:22](-[n:26]3[c:27](=[O:42])[c:28]4[cH:29][cH:30][cH:31][cH:32][c:33]4[c:34](-[c:36]4[cH:37][n:38][cH:39][cH:40][cH:41]4)[n:35]3)[n:23][cH:24][cH:25]2)[c:9]2[cH:10][c:11]([O:18][CH3:19])[c:12]([O:16][CH3:17])[cH:13][c:14]2[CH2:15]1. Starting materials: ClC1=C(N)C(=CC=C1C)Cl (2,6-dichloro-3-methylaniline), NC1=NC(=NN1)S(=O)(=O)Cl (5-amino-3-chlorosulfonyl-1,2,4-triazole). Run at time 90 minute. Yields the product ClC1=C(N)C(=CC=C1C)Cl (2,6-dichloro-3-methylaniline), NC1=NC(=NN1)S(=O)(=O)NC1=C(C(=CC=C1Cl)C)Cl (5-amino-N-(2,6-dichloro-3-methylphenyl)-1,2,4-triazole-3-sulfonamide). Yield: 95.3%. RXN SMILES: [Cl:1][C:2]1[C:8]([CH3:9])=[CH:7][CH:6]=[C:5]([Cl:10])[C:3]=1[NH2:4].[NH2:11][C:12]1[NH:16][N:15]=[C:14]([S:17](Cl)(=[O:19])=[O:18])[N:13]=1>>[Cl:1][C:2]1[C:8]([CH3:9])=[CH:7][CH:6]=[C:5]([Cl:10])[C:3]=1[NH2:4].[NH2:11][C:12]1[NH:16][N:15]=[C:14]([S:17]([NH:4][C:3]2[C:5]([Cl:10])=[CH:6][CH:7]=[C:8]([CH3:9])[C:2]=2[Cl:1])(=[O:19])=[O:18])[N:13]=1. Procedure details: 4.4 g (0.025 mol) of 2,6-dichloro-3-methylaniline are heated to 110° C., 1.8 g (0.01 mol) of 5-amino-3-chlorosulfonyl-1,2,4-triazole are added under argon and the suspension is stirred for 90 minutes at this temperature. After work-up similar to example 1, 3.1 g (99.4% purity) of 2,6-dichloro-3-methylaniline and 1.81 g (95.3% purity) of 5-amino-N-(2,6-dichloro-3-methylphenyl)-1,2,4-triazole-3-sulfonamide are obtained. The theoretical yield is found to be 56.2%, and based on unrecovered aniline t... Reactants: FC=1C=CC2=C(OCC3=C(C2=O)C=CC=C3)C1 (3-fluoro-6H-dibenzo[b,e]oxepin-11-one), C[Mg+].[Br-] (MeMgBr). The solvent is C1CCOC1 (THF). Run at time 8 hour. Yields the product FC=1C=CC2=C(OCC3=C(C2=C)C=CC=C3)C1 (3-Fluoro-11-methylene-6,11-dihydro-dibenzo[b,e]oxepine). Yield: 81.0%. Reaction SMILES: [F:1][C:2]1[CH:3]=[CH:4][C:5]2[C:11](=O)[C:10]3[CH:13]=[CH:14][CH:15]=[CH:16][C:9]=3[CH2:8][O:7][C:6]=2[CH:17]=1.[CH3:18][Mg+].[Br-]>C1COCC1>[F:1][C:2]1[CH:3]=[CH:4][C:5]2[C:11](=[CH2:18])[C:10]3[CH:13]=[CH:14][CH:15]=[CH:16][C:9]=3[CH2:8][O:7][C:6]=2[CH:17]=1 |f:1.2|. Procedure details: Cool a solution of 3-fluoro-6H-dibenzo[b,e]oxepin-11-one (prepared according to the procedure reported by M Kurokawa, F Sato, Y Masuda, T Yoshida and Y Ochi, Chem. Pharm. Bull., 1991, 39(10), 2564-5273; 11.5 g, 50.5 mmol) and THF (100 mL) to 0° C. under N2. Add dropwise MeMgBr (3.0M in Et2O, 33.7 mL, 101 mmol) this mixture. Warm to room temperature and stir overnight. Cool to 0° C. and quench very carefully (exotherm) with HCl (4.00 M in dioxane, 30 mL). Warm to room temperature and stir for 30 ... The reactants are ClC1=CC=C(C(=N1)F)O (6-chloro-2-fluoropyridin-3-ol), CC(=O)C (acetone), C(=O)([O-])[O-].[K+].[K+] (K2CO3). Conditions: temperature 60 celsius. Yields the product ClC1=CC=C(C(=N1)F)OCOC (6-chloro-2-fluoro-3-(methoxymethoxy)pyridine). The yield is 80.0%. RXN SMILES: [Cl:1][C:2]1[N:7]=[C:6]([F:8])[C:5]([OH:9])=[CH:4][CH:3]=1.[C:10]([O-:13])([O-])=O.[K+].[K+].[CH3:16]C(C)=O>>[Cl:1][C:2]1[N:7]=[C:6]([F:8])[C:5]([O:9][CH2:16][O:13][CH3:10])=[CH:4][CH:3]=1 |f:1.2.3|. Reported procedure: A solution of 6-chloro-2-fluoropyridin-3-ol (1.4 Kg, 9.49 mol) was dissolved in acetone (13 L), and treated with K2CO3 (1574 g, 11.39 mol, 1.2 eq) and MOMC1 (840 g, 10.44 mol, 1.1 eq). The mixture was heated at 60° C. for 2 hrs. After cooling to RT, the reaction mixture was filtered to remove inorganic salts. The filtrate was concentrated under reduced pressure. The residue was purified by flash column chromatography (0-10% EtOAc/hexanes), affording 6-chloro-2-fluoro-3-(methoxymethoxy)pyridine (... Reactants: CCNCC, C#CCC(NC(=O)OC(C)(C)C)C(=O)OC, CCOC(C)=O, [Cu]I, Fc1ccccc1CNc1ccc(I)cc1, Cl[Pd]Cl, c1ccc(P(c2ccccc2)c2ccccc2)cc1, c1ccc(P(c2ccccc2)c2ccccc2)cc1. Yields the product COC(=O)C(CC#Cc1ccc(NCc2ccccc2F)cc1)NC(=O)OC(C)(C)C. As a reaction SMILES: [CH2:33]([NH:34][CH2:35][CH3:36])[CH3:37].[CH3:1][C:2]([CH3:3])([CH3:4])[O:5][C:6](=[O:7])[NH:8][CH:9]([C:10](=[O:11])[O:12][CH3:13])[CH2:14][C:15]#[CH:16].[CH3:81][CH2:82][O:83][C:84](=[O:85])[CH3:86].[Cu:38][I:39].[F:17][c:18]1[c:19]([CH2:24][NH:25][c:26]2[cH:27][cH:28][c:29]([I:32])[cH:30][cH:31]2)[cH:20][cH:21][cH:22][cH:23]1.[Pd:40]([Cl:41])[Cl:42].[c:43]1([P:44]([c:45]2[cH:46][cH:47][cH:48][cH:49][cH:50]2)[c:51]2[cH:52][cH:53][cH:54][cH:55][cH:56]2)[cH:57][cH:58][cH:59][cH:60][cH:61]1.[c:62]1([P:63]([c:64]2[cH:65][cH:66][cH:67][cH:68][cH:69]2)[c:70]2[cH:71][cH:72][cH:73][cH:74][cH:75]2)[cH:76][cH:77][cH:78][cH:79][cH:80]1>>[CH3:1][C:2]([CH3:3])([CH3:4])[O:5][C:6](=[O:7])[NH:8][CH:9]([C:10](=[O:11])[O:12][CH3:13])[CH2:14][C:15]#[C:16][c:29]1[cH:28][cH:27][c:26]([NH:25][CH2:24][c:19]2[c:18]([F:17])[cH:23][cH:22][cH:21][cH:20]2)[cH:31][cH:30]1. Starting materials: CCOC(=O)c1c(I)c2cc(Br)ccc2n1-c1ccc(OC(C)C)cc1, CN1CCCN(C)C1=O, [Cl-], CCOC(=O)Cl, [NH4+]. Product: CCOC(=O)c1c(C(=O)OCC)n(-c2ccc(OC(C)C)cc2)c2ccc(Br)cc12. As a reaction SMILES: [CH2:1]([CH3:2])[O:3][C:4](=[O:5])[c:6]1[n:7](-[c:17]2[cH:18][cH:19][c:20]([O:23][CH:24]([CH3:25])[CH3:26])[cH:21][cH:22]2)[c:8]2[cH:9][cH:10][c:11]([Br:16])[cH:12][c:13]2[c:14]1[I:15].[CH3:35][N:36]1[CH2:37][CH2:38][CH2:39][N:40]([CH3:41])[C:42]1=[O:43].[Cl-:33].[Cl:27][C:28](=[O:29])[O:30][CH2:31][CH3:32].[NH4+:34]>>[CH2:1]([CH3:2])[O:3][C:4](=[O:5])[c:6]1[n:7](-[c:17]2[cH:18][cH:19][c:20]([O:23][CH:24]([CH3:25])[CH3:26])[cH:21][cH:22]2)[c:8]2[cH:9][cH:10][c:11]([Br:16])[cH:12][c:13]2[c:14]1[C:28](=[O:29])[O:30][CH2:31][CH3:32]. The reactants are CN(C(CN1C(C(=C(C2=NC=C(C=C12)CC1=CC=C(C=C1)F)O)C(=O)OCC)=O)=O)C (ethyl 1-[2-(dimethylamino)-2-oxoethyl]-7-[(4-fluorophenyl)methyl]-4-hydroxy-2-oxo-1,2-dihydro-1,5-naphthyridine-3-carboxylate), NC(CO)C ((±)-2-amino-1-propanol). The product is CN(C(CN1C(C(=C(C2=NC=C(C=C12)CC1=CC=C(C=C1)F)O)C(=O)NC(CO)C)=O)=O)C ((±)-1-[2-(Dimethylamino)-2-oxoethyl]-7-[(4-fluorophenyl)methyl]-4-hydroxy-N-(2-hydroxy-1-methylethyl)-2-oxo-1,2-dihydro-1,5-naphthyridine-3-carboxamide). As a reaction SMILES: [CH3:1][N:2]([CH3:31])[C:3](=[O:30])[CH2:4][N:5]1[C:14]2[C:9](=[N:10][CH:11]=[C:12]([CH2:15][C:16]3[CH:21]=[CH:20][C:19]([F:22])=[CH:18][CH:17]=3)[CH:13]=2)[C:8]([OH:23])=[C:7]([C:24](OCC)=[O:25])[C:6]1=[O:29].[NH2:32][CH:33]([CH3:36])[CH2:34][OH:35]>>[CH3:31][N:2]([CH3:1])[C:3](=[O:30])[CH2:4][N:5]1[C:14]2[C:9](=[N:10][CH:11]=[C:12]([CH2:15][C:16]3[CH:21]=[CH:20][C:19]([F:22])=[CH:18][CH:17]=3)[CH:13]=2)[C:8]([OH:23])=[C:7]([C:24]([NH:32][CH:33]([CH3:36])[CH2:34][OH:35])=[O:25])[C:6]1=[O:29]. Reported procedure: This compound was prepared from ethyl 1-[2-(dimethylamino)-2-oxoethyl]-7-[(4-fluorophenyl)methyl]-4-hydroxy-2-oxo-1,2-dihydro-1,5-naphthyridine-3-carboxylate and (±)-2-amino-1-propanol employing methods similar to those described in Example 245 and was purified by reverse phase preparative HPLC (C-18 stationary phase; 10-100% CH3CN/water/0.1% formic acid mobile phase). The product was obtained as a white solid: 1H NMR (d6-DMSO) δ 10.23 (1H, d, J=8 Hz), 8.50 (1H, s), 7.77 (1H, s), 7.32 (2H, dd, J... Reactants: CC=1NC=CN1 (2-methylimidazole), ClC=1N=C(C2=C(N1)SC(=C2)C(F)(F)F)NCC2=CC(=C(C=C2)OC)OC (2-chloro-6-trifluoromethyl-4-(3,4-dimethoxybenzylamino)-thieno-[2,3-d]-pyrimidine). Yields the product CC=1N(C=CN1)C=1N=C(C2=C(N1)SC(=C2)C(F)(F)F)NCC2=CC(=C(C=C2)OC)OC (2-(2-methylimidazol-1-yl)-6-trifluoromethyl-4-(3,4-dimethoxybenzylamino)-thieno-[2,3-d]-pyrimidine). Reaction SMILES: [CH3:1][C:2]1[NH:3][CH:4]=[CH:5][N:6]=1.Cl[C:8]1[N:9]=[C:10]([NH:21][CH2:22][C:23]2[CH:28]=[CH:27][C:26]([O:29][CH3:30])=[C:25]([O:31][CH3:32])[CH:24]=2)[C:11]2[CH:16]=[C:15]([C:17]([F:20])([F:19])[F:18])[S:14][C:12]=2[N:13]=1>>[CH3:1][C:2]1[N:3]([C:8]2[N:9]=[C:10]([NH:21][CH2:22][C:23]3[CH:28]=[CH:27][C:26]([O:29][CH3:30])=[C:25]([O:31][CH3:32])[CH:24]=3)[C:11]3[CH:16]=[C:15]([C:17]([F:18])([F:19])[F:20])[S:14][C:12]=3[N:13]=2)[CH:4]=[CH:5][N:6]=1. Procedure: Following the procedure of Example 97, the reaction of 2-methylimidazole with yields 2-chloro-6-trifluoromethyl-4-(3,4-dimethoxybenzylamino)-thieno-[2,3-d]-pyrimidine gives 2-(2-methylimidazol-1-yl)-6-trifluoromethyl-4-(3,4-dimethoxybenzylamino)-thieno-[2,3-d]-pyrimidine.